Dataset: the Open Reaction Database (ORD), a public repository of structured organic reaction records. Task: describe an organic reaction: reactants, conditions, products, and yield The reactants are CC1(C)OB(c2cccc3[nH]ncc23)OC1(C)C, O=C(Nc1cc2nc(Cl)nc(N3CCOCC3)c2s1)C1CC1. Yields the product O=C(Nc1cc2nc(-c3cccc4[nH]ncc34)nc(N3CCOCC3)c2s1)C1CC1. RXN SMILES: [CH3:23][C:24]1([CH3:25])[C:26]([CH3:27])([CH3:28])[O:29][B:30]([c:31]2[c:32]3[cH:33][n:34][nH:35][c:36]3[cH:37][cH:38][cH:39]2)[O:40]1.[Cl:1][c:2]1[n:3][c:4]([N:17]2[CH2:18][CH2:19][O:20][CH2:21][CH2:22]2)[c:5]2[c:6]([n:7]1)[cH:8][c:9]([NH:11][C:12](=[O:13])[CH:14]1[CH2:15][CH2:16]1)[s:10]2>>[c:2]1(-[c:31]2[c:32]3[cH:33][n:34][nH:35][c:36]3[cH:37][cH:38][cH:39]2)[n:3][c:4]([N:17]2[CH2:18][CH2:19][O:20][CH2:21][CH2:22]2)[c:5]2[c:6]([n:7]1)[cH:8][c:9]([NH:11][C:12](=[O:13])[CH:14]1[CH2:15][CH2:16]1)[s:10]2. Isolated yield 46.8%. The product is C(C1CCCO1)C1=CC=CC1 (Tetrahydrofurfurylcyclopentadiene). The solvent is C1CCOC1 (THF), C1CCOC1 (THF). Reaction SMILES: [CH2:1](OS(C1C=CC(C)=CC=1)(=O)=O)[CH:2]1[O:6][CH2:5][CH2:4][CH2:3]1.[CH-:18]1[CH:22]=[CH:21][CH:20]=[CH:19]1.[Na+]>C1COCC1>[CH2:1]([C:22]1[CH2:21][CH:20]=[CH:19][CH:18]=1)[CH:2]1[O:6][CH2:5][CH2:4][CH2:3]1 |f:1.2|. The reactants are C(C1CCCO1)OS(=O)(=O)C1=CC=C(C)C=C1 (tetrahydrofurfuryltosylate), [CH-]1C=CC=C1.[Na+] (sodium cyclopentadienylide), concentrated aqueous saline solution. Conditions: temperature 0 celsius, time 16 hour. Procedure: To a solution of 26.0 g (101 mmol) tetrahydrofurfuryltosylate prepared according to step (a) above in 200 ml THF cooled to 0° C. was added 63 ml of 2.0M (126 mmol) sodium cyclopentadienylide in THF. The reaction mixture was allowed to warm to room temperature and was stirred for 16 h. 100 ml concentrated aqueous saline solution was then added to the mixture and the product extracted with diethyl ether (3×75 ml). The combined organic fractions were dried over sodium sulphate for 16 h, filtered an... Reactants: C(Cl)Cl (methylene chloride), C(C)SCC([N+](=O)[O-])=C1SCCCN1 (2-(2-(ethylthio)-1-nitroethylidene)-tetrahydro-2H-1,3-thiazine), CC(=O)C (acetone), I(=O)(=O)(=O)[O-].[Na+] (sodium periodate). Solvent: O (water), O (water). Conditions: time 90 minute. Yields the product C(C)S(=O)CC([N+](=O)[O-])=C1SCCCN1 (2-(2-(ethylsulfinyl)-1-nitroethylidene)-tetrahydro-2H-1,3-thiazine). As a reaction SMILES: [CH2:1]([S:3][CH2:4][C:5](=[C:9]1[NH:14][CH2:13][CH2:12][CH2:11][S:10]1)[N+:6]([O-:8])=[O:7])[CH3:2].CC(C)=[O:17].I([O-])(=O)(=O)=O.[Na+].C(Cl)Cl>O>[CH2:1]([S:3]([CH2:4][C:5](=[C:9]1[NH:14][CH2:13][CH2:12][CH2:11][S:10]1)[N+:6]([O-:8])=[O:7])=[O:17])[CH3:2] |f:2.3|. Reported procedure: A mixture of 2.34 g of 25 and 10 ml of acetone was added all at once to a solution of 2.25 g of sodium periodate in 15 ml of water. The resulting exothermic reaction was controlled between 25° and 35° by cooling. The mixture then was stirred at room temperature for 90 minutes, then was poured into a mixture of water and methylene chloride. The separated organic phase was washed with saturated sodium thiosulfate solution, and saturated sodium chloride. It then was dried (MgSO4) and the solvent ev... Reactants: COC(=O)c1c(C)cc(C(F)(C(F)(F)F)C(F)(F)F)cc1C, CO, [Na+], C1COCCO1, [OH-]. The product is Cc1cc(C(F)(C(F)(F)F)C(F)(F)F)cc(C)c1C(=O)O. RXN SMILES: [CH3:1][O:2][C:3]([c:4]1[c:5]([CH3:21])[cH:6][c:7]([C:11]([C:12]([F:13])([F:14])[F:15])([C:16]([F:17])([F:18])[F:19])[F:20])[cH:8][c:9]1[CH3:10])=[O:22].[CH3:31][OH:32].[Na+:24].[O:25]1[CH2:26][CH2:27][O:28][CH2:29][CH2:30]1.[OH-:23]>>[O:2]=[C:3]([c:4]1[c:5]([CH3:21])[cH:6][c:7]([C:11]([C:12]([F:13])([F:14])[F:15])([C:16]([F:17])([F:18])[F:19])[F:20])[cH:8][c:9]1[CH3:10])[OH:22]. Starting materials: NCCNC(=O)C=1SC=CC1NC1=C2C(=NC=C1)NC=C2 (3-(1H-Pyrrolo[2,3-b]pyridin-4-ylamino)-thiophene-2-carboxylic acid (2-amino-ethyl)-amide), N[C@H](CO)C(C)C ((2S)-2-amino-3-methylbutan-1-ol). The product is OC[C@H](C(C)C)NC(=O)C=1SC=CC1NC1=C2C(=NC=C1)NC=C2 (3-(1H-Pyrrolo[2,3-b]pyridin-4-ylamino)-thiophene-2-carboxylic acid ((S)-1-hydroxymethyl-2-methyl-propyl)-amide). As a reaction SMILES: NCCN[C:5]([C:7]1[S:8][CH:9]=[CH:10][C:11]=1[NH:12][C:13]1[CH:18]=[CH:17][N:16]=[C:15]2[NH:19][CH:20]=[CH:21][C:14]=12)=[O:6].[NH2:22][C@@H:23]([CH:26]([CH3:28])[CH3:27])[CH2:24][OH:25]>>[OH:25][CH2:24][C@@H:23]([NH:22][C:5]([C:7]1[S:8][CH:9]=[CH:10][C:11]=1[NH:12][C:13]1[CH:18]=[CH:17][N:16]=[C:15]2[NH:19][CH:20]=[CH:21][C:14]=12)=[O:6])[CH:26]([CH3:28])[CH3:27]. Reported procedure: This compound was prepared in an analogous manner as 3-(1H-Pyrrolo[2,3-b]pyridin-4-ylamino)-thiophene-2-carboxylic acid (2-amino-ethyl)-amide using (2S)-2-amino-3-methylbutan-1-ol instead of tert-butyl-2-amino ethyl carbamate. LCMS (ESI) 345 (M+H) 1H NMR (400 MHz, DMSO-d6) δ ppm 11.49 (1H, br. s.) 10.02 (1H, s) 7.99 (1H, d, J=5.47 Hz) 7.79 (1H, d, J=5.27 Hz) 7.57 (1H, d, J=8.98 Hz) 7.41 (1H, d, J=5.47 Hz) 7.29 (1H, dd, J=3.32, 2.34 Hz) 6.69 (1H, d, J=5.47 Hz) 6.42 (1H, dd, J=3.51, 1.56 Hz) 4.58 ... Reactants: C(C)(C)(C)OC(CC[C@@H](C(=O)O)NC(=O)OCC1=CC=CC=C1)=O ((S)-2-Benzyloxycarbonylamino-pentanedioic acid 5-tert-butyl ester), [B-](F)(F)(F)F.CCOC(=O)C(=NOC(=[N+](C)C)N(C)C)C#N (TOTU), C(C)OC(=O)N1CCNCC1 (Piperazine-1-carboxylic acid ethyl ester). The solvent is C(O)([O-])=O.[Na+] (sodium hydrogen carbonate), CN(C)C=O (DMF). Run at time 16 hour. The product is C(C)OC(=O)N1CCN(CC1)C([C@H](CCC(=O)OC(C)(C)C)NC(=O)OCC1=CC=CC=C1)=O (4-((S)-2-Benzyloxycarbonylamino-4-tert-butoxycarbonyl-butyryl)-piperazine-1-carboxylic acid ethyl ester). RXN SMILES: [C:1]([O:5][C:6](=[O:24])[CH2:7][CH2:8][C@H:9]([NH:13][C:14]([O:16][CH2:17][C:18]1[CH:23]=[CH:22][CH:21]=[CH:20][CH:19]=1)=[O:15])[C:10]([OH:12])=O)([CH3:4])([CH3:3])[CH3:2].[B-](F)(F)(F)F.CCOC(C(C#N)=NOC(N(C)C)=[N+](C)C)=O.[CH2:47]([O:49][C:50]([N:52]1[CH2:57][CH2:56][NH:55][CH2:54][CH2:53]1)=[O:51])[CH3:48]>CN(C=O)C.C(=O)([O-])O.[Na+]>[CH2:47]([O:49][C:50]([N:52]1[CH2:53][CH2:54][N:55]([C:10](=[O:12])[C@@H:9]([NH:13][C:14]([O:16][CH2:17][C:18]2[CH:23]=[CH:22][CH:21]=[CH:20][CH:19]=2)=[O:15])[CH2:8][CH2:7][C:6]([O:5][C:1]([CH3:2])([CH3:3])[CH3:4])=[O:24])[CH2:56][CH2:57]1)=[O:51])[CH3:48] |f:1.2,5.6|. Procedure details: To a solution of 15 g of (S)-2-Benzyloxycarbonylamino-pentanedioic acid 5-tert-butyl ester, 20.4 g of NEM and 14.5 g of TOTU in 75 ml of DMF, 7.4 g of Piperazine-1-carboxylic acid ethyl ester was added at RT and stirred for 16 h. The reaction mixture was then diluted with saturated aqueous sodium hydrogen carbonate solution and then extracted with 300 ml of ethyl acetate. The organic phase was washed with diluted saturated aqueous sodium hydrogen carbonate solution and dried over MgSO4. The solv... Reactants: NC=1SC2=C(N1)C=CC(=C2)Br (2-amino-6-bromobenzothiazole), [OH-].[K+] (Potassium hydroxide), C(C)(=O)O (acetic acid). The solvent is O (water). Product: NC1=C(C=C(C=C1)Br)S (Amino-5-bromobenzenethiol). Isolated yield 63.2%. As a reaction SMILES: [OH-].[K+].NC1[S:5][C:6]2[CH:12]=[C:11]([Br:13])[CH:10]=[CH:9][C:7]=2[N:8]=1.C(O)(=O)C>O>[NH2:8][C:7]1[CH:9]=[CH:10][C:11]([Br:13])=[CH:12][C:6]=1[SH:5] |f:0.1|. Procedure: Potassium hydroxide (39.6 g) was dissolved at 0° C. in water (80 mL), and 2-amino-6-bromobenzothiazole (6.87 g) was added to the solution, followed by refluxing under heating overnight. The mixture was returned to room temperature, and then neutralized with 5N aqueous acetic acid solution. The precipitated crystals were recovered through filtration, washed with water, and dried under reduced pressure with heating, followed by recrystallization from isopropyl ether, to thereby yield the title com... Reactants: BrCCOC=1C=C(C=CC1)C1=NOC2=C1SC=C2 (3-[3-(2-bromo-ethoxy)-phenyl]-thieno[2,3-d]isoxazole), C([O-])([O-])=O.[K+].[K+] (potassium carbonate), C1NCCC2=CC=CC=C12 (1,2,3,4-tetrahydroisoquinoline). Run in C(C)#N (acetonitrile). Conditions: temperature 75 celsius. Product: O1N=C(C2=C1C=CS2)C=2C=C(OCCN1CC3=CC=CC=C3CC1)C=CC2 (2-[2-(3-thieno[2,3-d]isoxazol-3-yl-phenoxy)-ethyl]-1,2,3,4-tetrahydroisoquinoline). Yield: 61.5%. Reaction SMILES: Br[CH2:2][CH2:3][O:4][C:5]1[CH:6]=[C:7]([C:11]2[C:15]3[S:16][CH:17]=[CH:18][C:14]=3[O:13][N:12]=2)[CH:8]=[CH:9][CH:10]=1.C(=O)([O-])[O-].[K+].[K+].[CH2:25]1[C:34]2[C:29](=[CH:30][CH:31]=[CH:32][CH:33]=2)[CH2:28][CH2:27][NH:26]1>C(#N)C>[O:13]1[C:14]2[CH:18]=[CH:17][S:16][C:15]=2[C:11]([C:7]2[CH:6]=[C:5]([CH:10]=[CH:9][CH:8]=2)[O:4][CH2:3][CH2:2][N:26]2[CH2:27][CH2:28][C:29]3[C:34](=[CH:33][CH:32]=[CH:31][CH:30]=3)[CH2:25]2)=[N:12]1 |f:1.2.3|. Reported procedure: Mix 3-[3-(2-bromo-ethoxy)-phenyl]-thieno[2,3-d]isoxazole (0.400 g, 1.23 mmol), potassium carbonate (0.345 g, 2.50 mmol), 1,2,3,4-tetrahydroisoquinoline (0.532 g, 3.99 mmol) and acetonitrile (5.0 mL) and heat at 75° C., overnight. Cool the reaction mixture and filter through a Waters Sep-Pak 1 g silica cartridge (ethyl acetate). Combine the appropriate fractions and concentrate to give a residue. Purify the residue by column (10 g silica) chromatography using a graded solvent mixture of 10% ethyl... The reactants are Cn1c(COc2ccc(CC3SC(=O)N(C(c4ccccc4)(c4ccccc4)c4ccccc4)C3=O)cc2)nc2cccnc21, CO. Yields the product Cn1c(COc2ccc(CC3SC(=O)NC3=O)cc2)nc2cccnc21. As a reaction SMILES: [CH3:1][n:2]1[c:3]([CH2:11][O:12][c:13]2[cH:14][cH:15][c:16]([CH2:17][CH:18]3[C:19](=[O:43])[N:20]([C:24]([c:25]4[cH:26][cH:27][cH:28][cH:29][cH:30]4)([c:31]4[cH:32][cH:33][cH:34][cH:35][cH:36]4)[c:37]4[cH:38][cH:39][cH:40][cH:41][cH:42]4)[C:21](=[O:23])[S:22]3)[cH:44][cH:45]2)[n:4][c:5]2[c:6]1[n:7][cH:8][cH:9][cH:10]2.[CH3:46][OH:47]>>[CH3:1][n:2]1[c:3]([CH2:11][O:12][c:13]2[cH:14][cH:15][c:16]([CH2:17][CH:18]3[C:19](=[O:43])[NH:20][C:21](=[O:23])[S:22]3)[cH:44][cH:45]2)[n:4][c:5]2[c:6]1[n:7][cH:8][cH:9][cH:10]2. The reactants are C(C)(=O)OC(C)=O (acetic anhydride), C1=C(C=CC2=CC=CC=C12)C(=O)N[C@@H](CCC(=O)O)C(=O)O (2-naphthoyl glutamic acid). The solvent is C(C)(C)OC(C)C (isopropyl ether). Product: C1=C(C=CC2=CC=CC=C12)C(=O)N[C@H]1CCC(=O)OC1=O (2-naphthoyl-glutamic anhydride). As a reaction SMILES: C(OC(=O)C)(=O)C.[CH:8]1[C:17]2[C:12](=[CH:13][CH:14]=[CH:15][CH:16]=2)[CH:11]=[CH:10][C:9]=1[C:18]([NH:20][C@H:21]([C:27]([OH:29])=[O:28])[CH2:22][CH2:23][C:24]([OH:26])=O)=[O:19]>C(OC(C)C)(C)C>[CH:8]1[C:17]2[C:12](=[CH:13][CH:14]=[CH:15][CH:16]=2)[CH:11]=[CH:10][C:9]=1[C:18]([NH:20][C@@H:21]1[C:27](=[O:28])[O:29][C:24](=[O:26])[CH2:23][CH2:22]1)=[O:19]. Procedure details: 30.6 g (0.3 moles) of acetic anhydride with 60 ml of isopropyl ether are added to 30.1 g (0.1 moles) of 2-naphthoyl glutamic acid. The mixture is heated under reflux (73°-77° C.) for 2 hours. It is cooled, filtered, washed with a little ether to remove residual acetic anhydride and dried. 24.8 g are thus obtained. Yield 88%.